Dataset: the Open Reaction Database (ORD), a public repository of structured organic reaction records. Task: describe an organic reaction: reactants, conditions, products, and yield Reactants: C(C)(C)(C)OC(NC1=C(C=CC=C1)NC(\C=C\C1=CC=C(C=C1)C(C(NC1=CC=C(C=C1)C(C)C)=O)N(CC(C)N1CCOCC1)C(=O)OC(C)(C)C)=O)=O ((E)-[2-(3-{4-[[tert-Butoxycarbonyl-(2-morpholin-4-yl-propyl)-amino]-(4-isopropyl-phenylcarbamoyl)-methyl]-phenyl}-acryloylamino)-phenyl]-carbamic acid tert-butyl ester), C(C)(C)(C)OC(NC1=C(C=CC=C1)NC(\C=C\C1=CC=C(C=C1)C(C(NC1=CC=C(C=C1)C(C)C)=O)N(CC(C)N1CCOCC1)C(=O)OC(C)(C)C)=O)=O ((E)-[2-(3-{4-[[tert-Butoxycarbonyl-(2-morpholin-4-yl-propyl)-amino]-(4-isopropyl-phenylcarbamoyl)-methyl]-phenyl}-acryloylamino)-phenyl]-carbamic acid tert-butyl ester). Solvent: Cl.CO (HCl MeOH). Conditions: time 8 hour. Yields the product NC1=C(C=CC=C1)NC(\C=C\C1=CC=C(C=C1)C(NCC(C)N1CCOCC1)C(NC1=CC=C(C=C1)C(C)C)=O)=O ((E)-N-(2-Amino-phenyl)-3-{4-[(4-isopropyl-phenylcarbamoyl)-(2-morpholin-4-yl-propylamino)-methyl]-phenyl}-acrylamide). Yield: 56.0%. As a reaction SMILES: C(OC(=O)[NH:7][C:8]1[CH:13]=[CH:12][CH:11]=[CH:10][C:9]=1[NH:14][C:15](=[O:54])/[CH:16]=[CH:17]/[C:18]1[CH:23]=[CH:22][C:21]([CH:24]([N:37](C(OC(C)(C)C)=O)[CH2:38][CH:39]([N:41]2[CH2:46][CH2:45][O:44][CH2:43][CH2:42]2)[CH3:40])[C:25](=[O:36])[NH:26][C:27]2[CH:32]=[CH:31][C:30]([CH:33]([CH3:35])[CH3:34])=[CH:29][CH:28]=2)=[CH:20][CH:19]=1)(C)(C)C>Cl.CO>[NH2:7][C:8]1[CH:13]=[CH:12][CH:11]=[CH:10][C:9]=1[NH:14][C:15](=[O:54])/[CH:16]=[CH:17]/[C:18]1[CH:19]=[CH:20][C:21]([CH:24]([C:25](=[O:36])[NH:26][C:27]2[CH:32]=[CH:31][C:30]([CH:33]([CH3:34])[CH3:35])=[CH:29][CH:28]=2)[NH:37][CH2:38][CH:39]([N:41]2[CH2:42][CH2:43][O:44][CH2:45][CH2:46]2)[CH3:40])=[CH:22][CH:23]=1 |f:1.2|. Procedure details: (E)-[2-(3-{4-[[tert-Butoxycarbonyl-(2-morpholin-4-yl-propyl)-amino]-(4-isopropyl-phenylcarbamoyl)-methyl]-phenyl}-acryloylamino)-phenyl]-carbamic acid tert-butyl ester (crude product from Example 3) was dissolved in 1.25M HCl/MeOH (2.9 mL) and stirred at room temperature overnight. The reaction was quenched slowly with solid sodium bicarbonate until the pH was 6-7. The mixture was diluted in acetonitrile with a small amount of dimethylsulfoxide, passed through a 40 μm pipette filter, and then pu... Reactants: C(C)(C)(C)C1=CC=C(C=C1)S(=O)(=O)NC1=C(C(=O)O)C=CC(=C1)F (2-(4-tert-Butyl-benzenesulfonylamino)-4-fluoro-benzoic acid), ClN1C(CCC1=O)=O (N-chlorosuccinimide). Solvent: C(C)(=O)O (acetic acid). Run at temperature 80 celsius, time 7 hour. Yields the product C(C)(C)(C)C1=CC=C(C=C1)S(=O)(=O)NC1=C(C(=O)O)C=C(C(=C1)F)Cl (2-(4-tert-butyl-benzenesulfonylamino)-5-chloro-4-fluoro-benzoic acid). Isolated yield 87.1%. Reaction SMILES: [C:1]([C:5]1[CH:10]=[CH:9][C:8]([S:11]([NH:14][C:15]2[CH:23]=[C:22]([F:24])[CH:21]=[CH:20][C:16]=2[C:17]([OH:19])=[O:18])(=[O:13])=[O:12])=[CH:7][CH:6]=1)([CH3:4])([CH3:3])[CH3:2].[Cl:25]N1C(=O)CCC1=O>C(O)(=O)C>[C:1]([C:5]1[CH:6]=[CH:7][C:8]([S:11]([NH:14][C:15]2[CH:23]=[C:22]([F:24])[C:21]([Cl:25])=[CH:20][C:16]=2[C:17]([OH:19])=[O:18])(=[O:13])=[O:12])=[CH:9][CH:10]=1)([CH3:4])([CH3:2])[CH3:3]. Reported procedure: 2-(4-tert-Butyl-benzenesulfonylamino)-4-fluoro-benzoic acid (23 g, 65.5 mmol) was added to 230 mL of stirring acetic acid in a 500 mL round bottom flask. N-chlorosuccinimide (17.5 g, 131 mmol) was then added and the mixture heated to 80° C. under a N2 atmosphere. The reaction was determined to be complete in seven hours according to LCMS analysis. The heat bath was subsequently removed and the reaction was quenched via the addition of 250 mL of a 50% solution of sodium metabisulfite. The mixture... Starting materials: [C]=O (carbon monoxide), NC1=CC=NC=C1 (4-aminopyridine), C(C)OC[C@H]1CO1 ((R)-ethylglycidyl ether), C(CCC)O (n-butanol), complex. Yields the product C(CCC)OC(C[C@H](COCC)O)=O ((R)-4-ethoxy-3-hydroxybutanoic acid n-butyl ester). Isolated yield 90.0%. Reaction SMILES: N[C:2]1[CH:7]=[CH:6]N=C[CH:3]=1.[CH2:8]([O:10][CH2:11][C@@H:12]1[O:14][CH2:13]1)[CH3:9].[C]=[O:16].[CH2:17]([OH:21])CCC>>[CH2:3]([O:16][C:17](=[O:21])[CH2:13][C@@H:12]([OH:14])[CH2:11][O:10][CH2:8][CH3:9])[CH2:2][CH2:7][CH3:6] |^3:14|. Procedure: In a 50 mL-volumetric autoclave were added deaerated n-butanol (20 mL), and thereto were added 4-aminopyridine (47 mg, 0.5 mmol) and (R)-ethylglycidyl ether (2.0 g, 20 mmol, >99% ee). Then to the mixture was added crystalline dicobaltoctacarbonyl complex (171 mg, 0.5 mmol). After covering the autoclave with a cap, carbon monoxide (1 MPa) was introduced therein and the mixture was reacted at 45° C. for 12 hours. After cooling to room temperature, the solvent was removed in vacuo. The residue was ... Reactants: ClC1=C(C(=CC=C1)Cl)NC(=S)NC(N)=O (1-(2,6-dichlorophenyl)-3-carbamylthiourea), IC (iodomethane). Run in CO (methanol). Yields the product [I-].ClC1=C(C(=CC=C1)Cl)[NH+]=C(S)N(C)C(N)=O (1-(2,6-dichlorophenyl)-3-carbamyl-3-methylthiouronium iodide). As a reaction SMILES: [Cl:1][C:2]1[CH:7]=[CH:6][CH:5]=[C:4]([Cl:8])[C:3]=1[NH:9][C:10]([NH:12][C:13](=[O:15])[NH2:14])=[S:11].[I:16][CH3:17]>CO>[I-:16].[Cl:1][C:2]1[CH:7]=[CH:6][CH:5]=[C:4]([Cl:8])[C:3]=1[NH+:9]=[C:10]([N:12]([C:13](=[O:15])[NH2:14])[CH3:17])[SH:11] |f:3.4|. Procedure: 26.4 g (0.1 mole) of 1-(2,6-dichlorophenyl)-3-carbamylthiourea is combined with 200 ml of methanol and 14.1 g (0.1 mole) of iodomethane and refluxed for 4 hours. This is then evaporated to dryness and 100 ml of hexane is added. The mixture is filtered to obtain 1-(2,6-dichlorophenyl)-3-carbamyl-3-methylthiouronium iodide.